Dataset: the Open Reaction Database (ORD), a public repository of structured organic reaction records. Task: describe an organic reaction: reactants, conditions, products, and yield The solvent is [Cl-].[Na+].O (brine), O1CCCC1 (tetrahydrofuran). Reagents/catalysts: [Cu]I (copper(I) iodide), C1=CC=C(C=C1)/C=C/C(=O)/C=C/C2=CC=CC=C2.C1=CC=C(C=C1)/C=C/C(=O)/C=C/C2=CC=CC=C2.C1=CC=C(C=C1)/C=C/C(=O)/C=C/C2=CC=CC=C2.C(Cl)(Cl)Cl.[Pd].[Pd] (tris(dibenzylideneacetone)dipalladium(0) chloroform adduct). The product is ClC=1C=C(C=CC1Cl)C#CCO (3-(3,4-dichlorophenyl)-2-propyne-1-ol). Reaction conditions: time 5 hour. The reactants are ClC=1C=C(C=CC1Cl)I (3,4-dichloroiodobenzene), C1(=CC=CC=C1)P(C1=CC=CC=C1)C1=CC=CC=C1 (triphenylphosphine), C(C#C)O (propargyl alcohol), C(C)(C)N(CC)C(C)C (diisopropylethylamine). RXN SMILES: [Cl:1][C:2]1[CH:3]=[C:4](I)[CH:5]=[CH:6][C:7]=1[Cl:8].C1(P(C2C=CC=CC=2)C2C=CC=CC=2)C=CC=CC=1.[CH2:29]([OH:32])[C:30]#[CH:31].C(N(C(C)C)CC)(C)C>[Cl-].[Na+].O.[Cu]I.C1C=CC(/C=C/C(/C=C/C2C=CC=CC=2)=O)=CC=1.C1C=CC(/C=C/C(/C=C/C2C=CC=CC=2)=O)=CC=1.C1C=CC(/C=C/C(/C=C/C2C=CC=CC=2)=O)=CC=1.C(Cl)(Cl)Cl.[Pd].[Pd].O1CCCC1>[Cl:1][C:2]1[CH:3]=[C:4]([C:31]#[C:30][CH2:29][OH:32])[CH:5]=[CH:6][C:7]=1[Cl:8] |f:4.5.6,8.9.10.11.12.13|. Procedure: A mixture of 3,4-dichloroiodobenzene (5.00 g), copper(I) iodide (69.8 mg), triphenylphosphine (240 mg), tris(dibenzylideneacetone)dipalladium(0) chloroform adduct (378 mg), propargyl alcohol (1.19 ml), diisopropylethylamine (12.8 ml) and tetrahydrofuran (80 ml) was stirred at room temperature for 5 hr. The reaction mixture was added to brine, and the mixture was extracted with ethyl acetate, washed with saturated brine, and dried over anhydrous magnesium sulfate. The solvent was evaporated under... Starting materials: IC=1C=C(CN2N=CC=3C2=NC(=NC3)NC=3C=NN(C3)C)C=CC1 (1-(3-iodobenzyl)-N-(1-methyl-1H-pyrazol-4-yl)-1H-pyrazolo[3,4-d]pyrimidin-6-amine), CC1(C2=C(C(=CC=C2)P(C3=CC=CC=C3)C4=CC=CC=C4)OC5=C(C=CC=C51)P(C6=CC=CC=C6)C7=CC=CC=C7)C (Xantphos), P(=O)([O-])([O-])[O-].[K+].[K+].[K+] (potassium phosphate), N1CCOCC1 (morpholine). Reagents/catalysts: C(C)(=O)[O-].[Pd+2].C(C)(=O)[O-] (palladium acetate). The solvent is C1(=CC=CC=C1)C (toluene). Conditions: temperature 80 celsius, time 2 hour. The product is CN1N=CC(=C1)NC1=NC=C2C(=N1)N(N=C2)CC=2C=C(C=CC2)C(=O)N2CCOCC2 ((3-((6-((1-Methyl-1H-pyrazol-4-yl)amino)-1H-pyrazolo[3,4-d]pyrimidin-1-yl)methyl)phenyl)(morpholino)methanone). Yield: 74.0%. Reaction SMILES: I[C:2]1[CH:3]=[C:4]([CH:22]=[CH:23][CH:24]=1)[CH2:5][N:6]1[C:10]2=[N:11][C:12]([NH:15][C:16]3[CH:17]=[N:18][N:19]([CH3:21])[CH:20]=3)=[N:13][CH:14]=[C:9]2[CH:8]=[N:7]1.CC1(C)C2C(=C(P(C3C=CC=CC=3)C3C=CC=CC=3)C=CC=2)[O:46][C:28]2C(P(C3C=CC=CC=3)C3C=CC=CC=3)=CC=CC1=2.P([O-])([O-])([O-])=O.[K+].[K+].[K+].[NH:75]1[CH2:80][CH2:79][O:78][CH2:77][CH2:76]1>C([O-])(=O)C.[Pd+2].C([O-])(=O)C.C1(C)C=CC=CC=1>[CH3:21][N:19]1[CH:20]=[C:16]([NH:15][C:12]2[N:11]=[C:10]3[N:6]([CH2:5][C:4]4[CH:3]=[C:2]([C:28]([N:75]5[CH2:80][CH2:79][O:78][CH2:77][CH2:76]5)=[O:46])[CH:24]=[CH:23][CH:22]=4)[N:7]=[CH:8][C:9]3=[CH:14][N:13]=2)[CH:17]=[N:18]1 |f:2.3.4.5,7.8.9|. Reported procedure: A mixture of 1-(3-iodobenzyl)-N-(1-methyl-1H-pyrazol-4-yl)-1H-pyrazolo[3,4-d]pyrimidin-6-amine (54 mg, 0.13 mmol), palladium acetate (1.4 mg, 0.05 eq), Xantphos (7.2 mg, 0.1 eq) and potassium phosphate (106 mg, 4 eq) was purged several times with carbon monoxide before addition of toluene (1 mL) and morpholine (33 μL, 3 eq). After stirring for 2 h at 80° C., the reaction mixture was partitioned between water and DCM. The aqueous phase was extracted with DCM, the combined organic phases dried ove... Reactants: FC1=C(C=CC=C1)C1=CC(=NC2=CC=CC=C12)C(=O)O (4-(2-fluorophenyl) quinoline 2-carboxylic acid). Run in S(=O)(Cl)Cl (thionyl chloride). Conditions: time 14 hour. The product is CN(C(=O)C1=NC2=CC=CC=C2C(=C1)C1=C(C=CC=C1)F)C(CC)C (N-methyl N-(1-methylpropyl) 4-(2-fluorophenyl) quinoline 2-carboxamide). The yield is 55.9%. RXN SMILES: [F:1][C:2]1[CH:7]=[CH:6][CH:5]=[CH:4][C:3]=1[C:8]1[C:17]2[C:12](=[CH:13][CH:14]=[CH:15][CH:16]=2)[N:11]=[C:10]([C:18](O)=[O:19])[CH:9]=1>S(Cl)(Cl)=O>[CH3:12][N:11]([CH:10]([CH3:18])[CH2:9][CH3:8])[C:18]([C:10]1[CH:9]=[C:8]([C:3]2[CH:4]=[CH:5][CH:6]=[CH:7][C:2]=2[F:1])[C:17]2[C:12](=[CH:13][CH:14]=[CH:15][CH:16]=2)[N:11]=1)=[O:19]. Reported procedure: 3.3 g of 4-(2-fluorophenyl) quinoline 2-carboxylic acid in 10 ml of thionyl chloride are brought to boiling point. After reaction, the thionyl chloride is evaporated and the residue taken up in 30 ml of toluene which is again evaporated. The residue is redissolved in 100 ml of toluene and 4.8 ml of triethylamine, then under agitation, 1.8 g of N-methyl 2-butanamine hydrochloride are added. After 14 h. the reaction mixture is taken up in 100 ml of water. The organic phase is decanted, the aqueous... Starting materials: Cl.BrC1=C(C=CC(=C1)C)NN (2-bromo-4-methylphenylhydrazine hydrochloride), BrC1=C(N)C=CC=C1C (2-bromo-3-methylaniline). Yields the product Cl.BrC1=C(C=CC=C1C)NN (2-Bromo-3-methylphenylhydrazine hydrochloride). Reaction SMILES: [ClH:1].[Br:2][C:3]1[CH:8]=[C:7](C)[CH:6]=[CH:5][C:4]=1[NH:10][NH2:11].Br[C:13]1C(C)=CC=CC=1N>>[ClH:1].[Br:2][C:3]1[C:8]([CH3:13])=[CH:7][CH:6]=[CH:5][C:4]=1[NH:10][NH2:11] |f:0.1,3.4|. Procedure details: 2-Bromo-3-methylphenylhydrazine hydrochloride (23 g) was prepared as described for 2-bromo-4-methylphenylhydrazine hydrochloride in Example 4, except using 2-bromo-3-methylaniline as starting material. ##STR34##